From a dataset of the Open Reaction Database (ORD), a public repository of structured organic reaction records. describe an organic reaction: reactants, conditions, products, and yield The reactants are arylamine, FC1=C(N)C=CC(=C1)[N+](=O)[O-] (2-Fluoro-4-nitroaniline), BrCC=C (3-bromoprop-1-ene), N(=O)OC(C)(C)C (tert-butyl nitrite), N(=O)OC(C)(C)C (tert-butyl nitrite). Solvent: CC#N (CH3CN). Reaction conditions: time 1 hour. Product: C(C=C)C1=C(C=C(C=C1)[N+](=O)[O-])F (1-allyl-2-fluoro-4-nitrobenzene). The yield is 51.4%. As a reaction SMILES: [F:1][C:2]1[CH:8]=[C:7]([N+:9]([O-:11])=[O:10])[CH:6]=[CH:5][C:3]=1N.Br[CH2:13][CH:14]=[CH2:15].N(OC(C)(C)C)=O>CC#N>[CH2:15]([C:3]1[CH:5]=[CH:6][C:7]([N+:9]([O-:11])=[O:10])=[CH:8][C:2]=1[F:1])[CH:14]=[CH2:13]. Procedure: 2-Fluoro-4-nitroaniline (5 g, 32.0 mmol) was added to a solution of 3-bromoprop-1-ene (41.5 mL, 480 mmol) and tert-butyl nitrite (5.76 mL, 48.0 mmol) in 32 mL of degassed anhydrous CH3CN at 18-19° C. under nitrogen. At the end of the addition of the arylamine, another half-equivalent of tert-butyl nitrite (1.180 mL, 16.01 mmol) was added; the reaction was stirred at room temperature for 1 hr. The reaction was concentrated under reduced pressure to remove the volatile material. The residue was pu... Procedure details: In a similar fashion to Compound LXXVI, (1S,2S,3R,4R)-3-(2,3-Diamino-5-bromo-pyridin-4-ylamino)-bicyclo[2.2.1]hept-5-ene-2-carboxylic acid amide (40.0 mg, 0.118 mmol) and 4-morpholin-4-yl-benzaldehyde (24.9 mg, 0.130 mmol) were reacted to produce 45 mg (75%) of the title compound. mp: 283-284° C., 1H NMR (300 MHz, DMSO-d6): 12.97 (s, 1H), 8.22 (s, 1H), 8.00 (d, J=8 Hz, 2H), 7.93 (s, 1H), 7.65 (s, 1H), 7.11 (s, 1H), 7.03 (d, J=8 Hz, 2H), 6.98 (d, J=8 Hz, 1H), 6.36 (br s, 1H), 6.33 (br s, 1H), 5.2... The yield is 74.9%. Yields the product BrC=1C(=C2C(=NC1)NC(=N2)C2=CC=C(C=C2)N2CCOCC2)N[C@H]2[C@H]([C@@H]1C=C[C@H]2C1)C(=O)N ((1S,2S,3R,4R)-3-[6-Bromo-2-(4-morpholin-4-yl-phenyl)-3H-imidazo[4,5-b]pyridin-7-ylamino]-bicyclo[2.2.1]hept-5-ene-2-carboxylic acid amide). As a reaction SMILES: [NH2:1][C:2]1[C:7]([NH2:8])=[C:6]([NH:9][C@@H:10]2[C@@H:15]3[CH2:16][C@@H:12]([CH:13]=[CH:14]3)[C@@H:11]2[C:17]([NH2:19])=[O:18])[C:5]([Br:20])=[CH:4][N:3]=1.[N:21]1([C:27]2[CH:34]=[CH:33][C:30]([CH:31]=O)=[CH:29][CH:28]=2)[CH2:26][CH2:25][O:24][CH2:23][CH2:22]1>>[Br:20][C:5]1[C:6]([NH:9][C@@H:10]2[C@@H:15]3[CH2:16][C@@H:12]([CH:13]=[CH:14]3)[C@@H:11]2[C:17]([NH2:19])=[O:18])=[C:7]2[N:8]=[C:31]([C:30]3[CH:29]=[CH:28][C:27]([N:21]4[CH2:26][CH2:25][O:24][CH2:23][CH2:22]4)=[CH:34][CH:33]=3)[NH:1][C:2]2=[N:3][CH:4]=1. Starting materials: NC1=NC=C(C(=C1N)N[C@H]1[C@H]([C@@H]2C=C[C@H]1C2)C(=O)N)Br ((1S,2S,3R,4R)-3-(2,3-Diamino-5-bromo-pyridin-4-ylamino)-bicyclo[2.2.1]hept-5-ene-2-carboxylic acid amide), N1(CCOCC1)C1=CC=C(C=O)C=C1 (4-morpholin-4-yl-benzaldehyde). Starting materials: COC(C1=CC=C(C(=O)OC(C)(C)C)C=C1)C1=CC=CC=C1 (tert-butyl 4-(methoxy(phenyl)methyl)benzoate), FC(C(=O)O)(F)F (2,2,2-trifluoroacetic acid). The solvent is ClCCl (dichloromethane). Conditions: temperature 20 celsius, time 4 hour. The product is COC(C1=CC=C(C(=O)O)C=C1)C1=CC=CC=C1 (4-(methoxy(phenyl)methyl)benzoic acid). The yield is 99.8%. As a reaction SMILES: [CH3:1][O:2][CH:3]([C:17]1[CH:22]=[CH:21][CH:20]=[CH:19][CH:18]=1)[C:4]1[CH:16]=[CH:15][C:7]([C:8]([O:10]C(C)(C)C)=[O:9])=[CH:6][CH:5]=1.FC(F)(F)C(O)=O>ClCCl>[CH3:1][O:2][CH:3]([C:17]1[CH:22]=[CH:21][CH:20]=[CH:19][CH:18]=1)[C:4]1[CH:16]=[CH:15][C:7]([C:8]([OH:10])=[O:9])=[CH:6][CH:5]=1. Reported procedure: A mixture of tert-butyl 4-(methoxy(phenyl)methyl)benzoate (200 mg, 0.67 mmol), 2,2,2-trifluoroacetic acid (1 mL) and dichloromethane (4 mL) were stirred at 20° C. for 4 hours. The mixture was concentrated to give a residue. The residue was purified by column chromatography (silica gel, petroleum ether/ethyl acetate=2:1) to give 4-(methoxy(phenyl)methyl)benzoic acid as a white solid (162 mg, 100%). Reactants: [OH-].[K+] (Potassium hydroxide), CC1=C(C#N)C=CC(=C1)C(F)(F)F (2-methyl-4-(trifluoromethyl)benzonitrile), C(CO)O (ethylene glycol). Solvent: O (water), O (water). Conditions: temperature 125 celsius. Yields the product CC1=C(C(=O)O)C=CC(=C1)C(F)(F)F (2-methyl-4-trifluoromethyl benzoic acid). As a reaction SMILES: [OH-:1].[K+].[CH3:3][C:4]1[CH:11]=[C:10]([C:12]([F:15])([F:14])[F:13])[CH:9]=[CH:8]C=1C#N.[CH2:16]([OH:19])[CH2:17]O>O>[CH3:3][C:4]1[CH:11]=[C:10]([C:12]([F:15])([F:14])[F:13])[CH:9]=[CH:8][C:17]=1[C:16]([OH:19])=[O:1] |f:0.1|. Procedure: Potassium hydroxide (15.7 g, 0.28 mole) and 15 mL of water were added as a solution to a stirred, heterogeneous mixture of 2-methyl-4-(trifluoromethyl)benzonitrile (13 g, 70 mmol) and 135 mL of ethylene glycol. The reaction mixture was heated at 120-130° C. for 20 hours and allowed to cool to room temperature. The dark solution was poured into 800 mL of water and filtered through celite. The filtrate was washed with ether and then the aqueous was acidified with concentrated hydrochloric acid. Th... Starting materials: Cc1ccccc1, CCOC(C)=O, CCOC(=O)CC1(O)CC(C)(C)Oc2nc(-c3ccc(Cl)cc3Cl)c(-c3ccc(Cl)cc3)cc21, O, Cc1ccc(S(=O)(=O)O)cc1. Yields the product CCOC(=O)C=C1CC(C)(C)Oc2nc(-c3ccc(Cl)cc3Cl)c(-c3ccc(Cl)cc3)cc21. As a reaction SMILES: [CH3:47][c:48]1[cH:49][cH:50][cH:51][cH:52][cH:53]1.[CH3:54][CH2:55][O:56][C:57]([CH3:58])=[O:59].[Cl:1][c:2]1[cH:3][cH:4][c:5](-[c:8]2[cH:9][c:10]3[c:11]([n:12][c:13]2-[c:14]2[c:15]([Cl:21])[cH:16][c:17]([Cl:20])[cH:18][cH:19]2)[O:22][C:23]([CH3:33])([CH3:34])[CH2:24][C:25]3([OH:26])[CH2:27][C:28](=[O:29])[O:30][CH2:31][CH3:32])[cH:6][cH:7]1.[OH2:35].[c:36]1([CH3:37])[cH:38][cH:39][c:40]([S:41]([OH:42])(=[O:43])=[O:44])[cH:45][cH:46]1>>[Cl:1][c:2]1[cH:3][cH:4][c:5](-[c:8]2[cH:9][c:10]3[c:11]([n:12][c:13]2-[c:14]2[c:15]([Cl:21])[cH:16][c:17]([Cl:20])[cH:18][cH:19]2)[O:22][C:23]([CH3:33])([CH3:34])[CH2:24][C:25]3=[CH:27][C:28](=[O:29])[O:30][CH2:31][CH3:32])[cH:6][cH:7]1.